From a dataset of the Open Reaction Database (ORD), a public repository of structured organic reaction records. describe an organic reaction: reactants, conditions, products, and yield Reactants: ClCOC(COCCCCCCC)COCC1=CC=CC=C1 (2-(chloromethoxy)-1-(heptyloxy)-3-(phenylmethoxy)propane), C(CCCCCC)OCC(COCC1=CC=CC=C1)O (1-(heptyloxy)-3-(phenylmethoxy)-2-propanol), C=O (paraformaldehyde), Cl (HCl), NC1=NC(=C2NC=NC2=N1)Cl (2-amino-6-chloropurine), C[Si](N[Si](C)(C)C)(C)C (hexamethyldisilazane), S(=O)(=O)([O-])[O-].[NH4+].[NH4+] (ammonium sulfate). Solvent: C(Cl)Cl (CH2Cl2), C1(=CC=CC=C1)C (toluene). Conditions: temperature 80 celsius, time 8 hour. Yields the product ClC1=NC=C2NC=NC2=N1 (chloropurine). Reaction SMILES: N[C:2]1[N:10]=[C:9]2[C:5]([NH:6][CH:7]=[N:8]2)=[C:4](Cl)[N:3]=1.C[Si](C)(C)N[Si](C)(C)C.S([O-])([O-])(=O)=O.[NH4+].[NH4+].[Cl:28]COC(COCC1C=CC=CC=1)COCCCCCCC.C(OCC(O)COCC1C=CC=CC=1)CCCCCC.C=O.Cl>C(Cl)Cl.C1(C)C=CC=CC=1>[Cl:28][C:2]1[N:10]=[C:9]2[C:5]([NH:6][CH:7]=[N:8]2)=[CH:4][N:3]=1 |f:2.3.4|. Reported procedure: A mixture of 2-amino-6-chloropurine (Aldrich Chemical Co.) 11.2 g, 0.066 mol) hexamethyldisilazane (160 ml), and ammonium sulfate (1.09 g) is refluxed for 2.5 hours and then cooled, concentrated and pumped to dryness. The residue is dissolved in dry toluene (210 ml) and is treated with Hg(CN)2. The mixture is heated to 80° C. and a solution of 2-(chloromethoxy)-1-(heptyloxy)-3-(phenylmethoxy)propane (prepared from 1-(heptyloxy)-3-(phenylmethoxy)-2-propanol (19 g, 0.068 mol), paraformaldehyde (4 ... Reactants: ClC1=C(C(=CC(=C1)C(F)(F)F)Cl)S(=O)(=O)Cl (2,6-dichloro-4-(trifluoromethyl)benzene-1-sulfonyl chloride), NC1=C(SC=C1)C(=O)OC (methyl 3-aminothiophene-2-carboxylate), N1=CC=CC=C1 (pyridine). Reagents/catalysts: CN(C1=CC=NC=C1)C (4-dimethylaminopyridine). The solvent is ClCCl (dichloromethane). Yields the product ClC1=C(C(=CC(=C1)C(F)(F)F)Cl)S(=O)(=O)NC1=C(SC=C1)C(=O)OC (Methyl 3-[2,6-dichloro-4-(trifluoromethyl)phenylsulfonamido]thiophene-2-carboxylate). Isolated yield 69.9%. RXN SMILES: [Cl:1][C:2]1[CH:7]=[C:6]([C:8]([F:11])([F:10])[F:9])[CH:5]=[C:4]([Cl:12])[C:3]=1[S:13](Cl)(=[O:15])=[O:14].[NH2:17][C:18]1[CH:22]=[CH:21][S:20][C:19]=1[C:23]([O:25][CH3:26])=[O:24].N1C=CC=CC=1>CN(C)C1C=CN=CC=1.ClCCl>[Cl:1][C:2]1[CH:7]=[C:6]([C:8]([F:11])([F:10])[F:9])[CH:5]=[C:4]([Cl:12])[C:3]=1[S:13]([NH:17][C:18]1[CH:22]=[CH:21][S:20][C:19]=1[C:23]([O:25][CH3:26])=[O:24])(=[O:15])=[O:14]. Procedure details: Synthesized as described for 3 using 2,6-dichloro-4-(trifluoromethyl)benzene-1-sulfonyl chloride (2.5 g; 7.97 mmol), methyl 3-aminothiophene-2-carboxylate (1.14 g; 7.25 mmol), 4-dimethylaminopyridine (221.4 mg; 1.81 mmol), pyridine (11.81 mL; 145.0 mmol) and anhydrous dichloromethane (50 mL). Purification by automated silica gel chromatography (Biotage®) eluting with ethyl acetate/hexanes (0 to 30% v/v over 400 mL gradient elution) afforded the title compound as a white solid (2.20 g). Starting materials: CON(C)C(=O)c1cn(-c2cccc(-c3ccccc3OC(F)(F)F)c2)cn1, Cn1ccnc1. Yields the product Cn1ccnc1C(=O)c1cn(-c2cccc(-c3ccccc3OC(F)(F)F)c2)cn1. RXN SMILES: [CH3:1][O:2][N:3]([C:4](=[O:5])[c:6]1[n:7][cH:8][n:9](-[c:11]2[cH:12][c:13](-[c:17]3[c:18]([O:23][C:24]([F:25])([F:26])[F:27])[cH:19][cH:20][cH:21][cH:22]3)[cH:14][cH:15][cH:16]2)[cH:10]1)[CH3:28].[CH3:29][n:30]1[cH:31][n:32][cH:33][cH:34]1>>[C:4](=[O:5])([c:6]1[n:7][cH:8][n:9](-[c:11]2[cH:12][c:13](-[c:17]3[c:18]([O:23][C:24]([F:25])([F:26])[F:27])[cH:19][cH:20][cH:21][cH:22]3)[cH:14][cH:15][cH:16]2)[cH:10]1)[c:31]1[n:30]([CH3:29])[cH:34][cH:33][n:32]1.